From a dataset of the Open Reaction Database (ORD), a public repository of structured organic reaction records. describe an organic reaction: reactants, conditions, products, and yield Starting materials: COc1ccc(C2=CC(NCCCc3ccccc3)CCC2)cc1, CO. Yields the product COc1ccc(C2CCCC(NCCCc3ccccc3)C2)cc1. Reaction SMILES: [CH3:1][O:2][c:3]1[cH:4][cH:5][c:6]([C:9]2=[CH:10][CH:11]([NH:15][CH2:16][CH2:17][CH2:18][c:19]3[cH:20][cH:21][cH:22][cH:23][cH:24]3)[CH2:12][CH2:13][CH2:14]2)[cH:7][cH:8]1.[CH3:25][OH:26]>>[CH3:1][O:2][c:3]1[cH:4][cH:5][c:6]([CH:9]2[CH2:10][CH:11]([NH:15][CH2:16][CH2:17][CH2:18][c:19]3[cH:20][cH:21][cH:22][cH:23][cH:24]3)[CH2:12][CH2:13][CH2:14]2)[cH:7][cH:8]1. Starting materials: CCOC(=O)c1cnc2cccc(C)n12, CCOC(C)=O, O=C1CCC(=O)N1Cl, [Na+], O=C([O-])O. The product is CCOC(=O)c1cnc2cccc(CCl)n12. As a reaction SMILES: [C:1](=[O:2])([O:3][CH2:4][CH3:5])[c:6]1[cH:7][n:8][c:9]2[n:10]1[c:11]([CH3:15])[cH:12][cH:13][cH:14]2.[CH3:24][CH2:25][O:26][C:27](=[O:28])[CH3:29].[Cl:16][N:17]1[C:18](=[O:19])[CH2:20][CH2:21][C:22]1=[O:23].[Na+:34].[O-:30][C:31]([OH:32])=[O:33]>>[C:1](=[O:2])([O:3][CH2:4][CH3:5])[c:6]1[cH:7][n:8][c:9]2[n:10]1[c:11]([CH2:15][Cl:16])[cH:12][cH:13][cH:14]2. Reactants: CN(C)CC1NCCC2=C(C=CC=C12)OC (1-dimethylaminomethyl-5-methoxy-1,2,3,4-tetrahydroisoquinoline), ClC=1C=C(C=CC1Cl)CC(=O)O (3,4-dichlorophenylacetic acid), C1(CCCCC1)N=C=NC1CCCCC1 (dicyclohexylcarbodiimide). The solvent is C(Cl)Cl (methylene chloride). Yields the product CN(C)CC1(NCCC2=C(C=CC=C12)OC)C(CC1=CC(=C(C=C1)Cl)Cl)=O (1-dimethylaminomethyl-2-(3,4-dichlorophenyl) acetyl-5-methoxy-1,2,3,4-tetrahydroisoquinoline). RXN SMILES: [CH3:1][N:2]([CH2:4][CH:5]1[C:14]2[C:9](=[C:10]([O:15][CH3:16])[CH:11]=[CH:12][CH:13]=2)[CH2:8][CH2:7][NH:6]1)[CH3:3].[Cl:17][C:18]1[CH:19]=[C:20]([CH2:25][C:26](O)=[O:27])[CH:21]=[CH:22][C:23]=1[Cl:24].C1(N=C=NC2CCCCC2)CCCCC1>C(Cl)Cl>[CH3:3][N:2]([CH2:4][C:5]1([C:26](=[O:27])[CH2:25][C:20]2[CH:21]=[CH:22][C:23]([Cl:24])=[C:18]([Cl:17])[CH:19]=2)[C:14]2[C:9](=[C:10]([O:15][CH3:16])[CH:11]=[CH:12][CH:13]=2)[CH2:8][CH2:7][NH:6]1)[CH3:1]. Procedure: Prepared as Ex. No. 1, from 1.2 g (5.45 mmoles) of 1-dimethylaminomethyl-5-methoxy-1,2,3,4-tetrahydroisoquinoline, 1.3 g (6.37 mmoles) of 3,4-dichlorophenylacetic acid and 2.4 g (11.70 mmoles) of dicyclohexylcarbodiimide in 50 ml of dry methylene chloride. The reactants are C(\C=C\C(=O)O)(=O)O (fumaric acid), C1(CC1)C1=NC(=CC(=N1)N1CCCCCC1)N1CC(C1)F (1-[2-cyclopropyl-6-(3-fluoro-azetidin-1-yl)-pyrimidin-4-yl]azepane). Run in C(C)(C)O (isopropanol), C(C)(C)OC(C)C (diisopropyl ether). Yields the product C(\C=C\C(=O)O)(=O)O.C1(CC1)C1=NC(=CC(=N1)N1CCCCCC1)N1CC(C1)F (1-[2-cyclopropyl-6-(3-fluoro-azetidin-1-yl)-pyrimidin-4-yl]azepane Fumarate). The yield is 58.0%. As a reaction SMILES: [C:1]([OH:8])(=[O:7])/[CH:2]=[CH:3]/[C:4]([OH:6])=[O:5].[CH:9]1([C:12]2[N:17]=[C:16]([N:18]3[CH2:24][CH2:23][CH2:22][CH2:21][CH2:20][CH2:19]3)[CH:15]=[C:14]([N:25]3[CH2:28][CH:27]([F:29])[CH2:26]3)[N:13]=2)[CH2:11][CH2:10]1>C(O)(C)C.C(OC(C)C)(C)C>[C:1]([OH:8])(=[O:7])/[CH:2]=[CH:3]/[C:4]([OH:6])=[O:5].[CH:9]1([C:12]2[N:17]=[C:16]([N:18]3[CH2:24][CH2:23][CH2:22][CH2:21][CH2:20][CH2:19]3)[CH:15]=[C:14]([N:25]3[CH2:26][CH:27]([F:29])[CH2:28]3)[N:13]=2)[CH2:11][CH2:10]1 |f:4.5|. Reported procedure: A solution of fumaric acid (0.6 g) in isopropanol (4 ml) is added to a solution of 1-[2-cyclopropyl-6-(3-fluoro-azetidin-1-yl)-pyrimidin-4-yl]azepane in diisopropyl ether (10 ml). The mixture is triturated, then filtered, recrystallized from diisopropyl ether and dried in vacuo to afford pure 1-[2-cyclopropyl-6-(3-fluoro-azetidin-1-yl)-pyrimidin-4-yl]azepane fumarate (3:2) 195 (1.2 g, 58%). Starting materials: COC(=O)CCCCCCNCc1ccc(-c2nccs2)cc1, Cl, O=S(=O)(Cl)c1cccnc1. Product: COC(=O)CCCCCCN(Cc1ccc(-c2nccs2)cc1)S(=O)(=O)c1cccnc1. RXN SMILES: [CH3:1][O:2][C:3]([CH2:4][CH2:5][CH2:6][CH2:7][CH2:8][CH2:9][NH:10][CH2:11][c:12]1[cH:13][cH:14][c:15](-[c:18]2[s:19][cH:20][cH:21][n:22]2)[cH:16][cH:17]1)=[O:23].[ClH:24].[n:25]1[cH:26][c:27]([S:31](=[O:32])(=[O:33])[Cl:34])[cH:28][cH:29][cH:30]1>>[CH3:1][O:2][C:3]([CH2:4][CH2:5][CH2:6][CH2:7][CH2:8][CH2:9][N:10]([CH2:11][c:12]1[cH:13][cH:14][c:15](-[c:18]2[s:19][cH:20][cH:21][n:22]2)[cH:16][cH:17]1)[S:31]([c:27]1[cH:26][n:25][cH:30][cH:29][cH:28]1)(=[O:32])=[O:33])=[O:23].